This data is from the Open Reaction Database (ORD), a public repository of structured organic reaction records. The task is: describe an organic reaction: reactants, conditions, products, and yield Reactants: Br, CCc1sc2ccccc2c1C(C)=O, [Na+], [Na+], C1COCCO1, [OH-], O, O=S([O-])O. The product is CCc1sc2ccccc2c1C(=O)O. RXN SMILES: [Br:3].[CH2:4]([CH3:5])[c:6]1[c:7]([C:15]([CH3:16])=[O:17])[c:8]2[c:9]([s:10]1)[cH:11][cH:12][cH:13][cH:14]2.[Na+:22].[Na+:2].[O:23]1[CH2:24][CH2:25][O:26][CH2:27][CH2:28]1.[OH-:1].[OH2:29].[S:18]([O-:19])(=[O:20])[OH:21]>>[CH2:4]([CH3:5])[c:6]1[c:7]([C:15]([OH:17])=[O:19])[c:8]2[c:9]([s:10]1)[cH:11][cH:12][cH:13][cH:14]2.